This data is from the Open Reaction Database (ORD), a public repository of structured organic reaction records. The task is: describe an organic reaction: reactants, conditions, products, and yield Starting materials: N1([C@H](C(=O)N2[C@H](C(=O)N[C@@H](CCCNC(NS(=O)(=O)C3=C(C)C=4CCC(C)(C)OC4C(C)=C3C)=N)C(=O)C(C)(C)C)CCC2)CCC1)C(=O)OCC1C2=CC=CC=C2C2=CC=CC=C12 (Fmoc-Pro-Pro-Arg(Pmc)-t-Bu). Solvent: N1CCCCC1 (piperidine), C(C)#N (acetonitrile). Yields the product N1[C@H](C(=O)N2[C@H](C(=O)N[C@@H](CCCNC(NS(=O)(=O)C3=C(C)C=4CCC(C)(C)OC4C(C)=C3C)=N)C(=O)C(C)(C)C)CCC2)CCC1 (H-Pro-Pro-Arg(Pmc)-t-Bu). RXN SMILES: [N:1]1(C(OCC2C3C(=CC=CC=3)C3C2=CC=CC=3)=O)[CH2:47][CH2:46][CH2:45][C@H:2]1[C:3]([N:5]1[CH2:44][CH2:43][CH2:42][C@H:6]1[C:7]([NH:9][C@H:10]([C:36]([C:38]([CH3:41])([CH3:40])[CH3:39])=[O:37])[CH2:11][CH2:12][CH2:13][NH:14][C:15](=[NH:35])[NH:16][S:17]([C:20]1[C:33]([CH3:34])=[C:31]([CH3:32])[C:30]2[O:29][C:26]([CH3:28])([CH3:27])[CH2:25][CH2:24][C:23]=2[C:21]=1[CH3:22])(=[O:19])=[O:18])=[O:8])=[O:4]>N1CCCCC1.C(#N)C>[NH:1]1[CH2:47][CH2:46][CH2:45][C@H:2]1[C:3]([N:5]1[CH2:44][CH2:43][CH2:42][C@H:6]1[C:7]([NH:9][C@H:10]([C:36]([C:38]([CH3:39])([CH3:40])[CH3:41])=[O:37])[CH2:11][CH2:12][CH2:13][NH:14][C:15](=[NH:35])[NH:16][S:17]([C:20]1[C:33]([CH3:34])=[C:31]([CH3:32])[C:30]2[O:29][C:26]([CH3:28])([CH3:27])[CH2:25][CH2:24][C:23]=2[C:21]=1[CH3:22])(=[O:19])=[O:18])=[O:8])=[O:4]. Procedure: A solution of the Fmoc-Pro-Pro-Arg(Pmc)-t-Bu (4.15 g, 4.4 mmol) in 10% piperidine in acetonitrile (v/v, 50 ml) was stirred at RT for 30 min. All the volatiles were removed under reduced pressure and the residue was chromatographed on flash silica gel (360.0 g). All the fast moving impurities were removed by washing the column with 10% methanol in chloroform. Continued elution with 20% methanol in chloroform containing 0.1% TEA eluted the required amine. The fractions containing the amine were po... The reactants are CN(C)c1ccncc1, COc1cc2nccc(Cl)c2cc1OC, Clc1ccccc1Cl, Cc1cc(O)c(I)cc1C. The product is COc1cc2nccc(Oc3cc(C)c(C)cc3I)c2cc1OC. Reaction SMILES: [CH3:26][N:27]([CH3:28])[c:29]1[cH:30][cH:31][n:32][cH:33][cH:34]1.[Cl:11][c:12]1[cH:13][cH:14][n:15][c:16]2[cH:17][c:18]([O:24][CH3:25])[c:19]([O:22][CH3:23])[cH:20][c:21]12.[Cl:35][c:36]1[cH:37][cH:38][cH:39][cH:40][c:41]1[Cl:42].[I:1][c:2]1[c:3]([OH:10])[cH:4][c:5]([CH3:9])[c:6]([CH3:8])[cH:7]1>>[I:1][c:2]1[c:3]([O:10][c:12]2[cH:13][cH:14][n:15][c:16]3[cH:17][c:18]([O:24][CH3:25])[c:19]([O:22][CH3:23])[cH:20][c:21]23)[cH:4][c:5]([CH3:9])[c:6]([CH3:8])[cH:7]1. Reactants: CCOC(=O)N1CCC(c2cc3cc(OC)cc(Br)c3o2)CC1, Cc1ccccc1, [K+], [OH-], OCCO. The product is COc1cc(Br)c2oc(C3CCNCC3)cc2c1. As a reaction SMILES: [Br:1][c:2]1[cH:3][c:4]([O:22][CH3:23])[cH:5][c:6]2[cH:7][c:8]([CH:11]3[CH2:12][CH2:13][N:14]([C:17]([O:18][CH2:19][CH3:20])=[O:21])[CH2:15][CH2:16]3)[o:9][c:10]12.[CH3:30][c:31]1[cH:32][cH:33][cH:34][cH:35][cH:36]1.[K+:25].[OH-:24].[OH:26][CH2:27][CH2:28][OH:29]>>[Br:1][c:2]1[cH:3][c:4]([O:22][CH3:23])[cH:5][c:6]2[cH:7][c:8]([CH:11]3[CH2:12][CH2:13][NH:14][CH2:15][CH2:16]3)[o:9][c:10]12. The reactants are [BH3-]C#N, CCOC(OCC)P(=O)(CCCN)OCC, CC(=O)O, CO, O=Cc1ccc(Cl)cc1, [Na+]. Product: CCOC(OCC)P(=O)(CCCNCc1ccc(Cl)cc1)OCC. Reaction SMILES: [C:30]([BH3-:31])#[N:32].[CH2:10]([CH3:11])[O:12][P:13](=[O:14])([CH:15]([O:16][CH2:17][CH3:18])[O:19][CH2:20][CH3:21])[CH2:22][CH2:23][CH2:24][NH2:25].[CH3:26][C:27](=[O:28])[OH:29].[CH3:34][OH:35].[Cl:1][c:2]1[cH:3][cH:4][c:5]([CH:6]=[O:7])[cH:8][cH:9]1.[Na+:33]>>[Cl:1][c:2]1[cH:3][cH:4][c:5]([CH2:6][NH:25][CH2:24][CH2:23][CH2:22][P:13]([O:12][CH2:10][CH3:11])(=[O:14])[CH:15]([O:16][CH2:17][CH3:18])[O:19][CH2:20][CH3:21])[cH:8][cH:9]1. Starting materials: BrC=1C=C2C(=C(OC(C2=CC1)=O)C(=O)O)C1=CC=CC=C1 (6-bromo-1-oxo-4-phenyl-1H-isochromen-3-carboxylic acid), Cl.S(N)(=O)(=O)C1=CC=C(CN)C=C1 (4-sulfamoylbenzylamine hydrochloride). The product is BrC=1C=C2C(=C(N(C(C2=CC1)=O)CC1=CC=C(C=C1)S(N)(=O)=O)C(=O)O)C1=CC=CC=C1 (6-bromo-1-oxo-4-phenyl-2-(4-sulfamoylbenzyl)-1,2-dihydroisoquinoline-3-carboxylic acid). The yield is 71.0%. As a reaction SMILES: [Br:1][C:2]1[CH:3]=[C:4]2[C:9](=[CH:10][CH:11]=1)[C:8](=O)[O:7][C:6]([C:13]([OH:15])=[O:14])=[C:5]2[C:16]1[CH:21]=[CH:20][CH:19]=[CH:18][CH:17]=1.Cl.[S:23]([C:27]1[CH:34]=[CH:33][C:30]([CH2:31][NH2:32])=[CH:29][CH:28]=1)(=[O:26])(=[O:25])[NH2:24]>>[Br:1][C:2]1[CH:3]=[C:4]2[C:9](=[CH:10][CH:11]=1)[C:8](=[O:7])[N:32]([CH2:31][C:30]1[CH:29]=[CH:28][C:27]([S:23](=[O:25])(=[O:26])[NH2:24])=[CH:34][CH:33]=1)[C:6]([C:13]([OH:15])=[O:14])=[C:5]2[C:16]1[CH:21]=[CH:20][CH:19]=[CH:18][CH:17]=1 |f:1.2|. Reported procedure: The title compound (3.64 g, 71%) was synthesized by a method similar to that in Example 331 and using 6-bromo-1-oxo-4-phenyl-1H-isochromen-3-carboxylic acid and 4-sulfamoylbenzylamine hydrochloride.